Dataset: the Open Reaction Database (ORD), a public repository of structured organic reaction records. Task: describe an organic reaction: reactants, conditions, products, and yield Starting materials: NC1=CC=C(C=C1)S(=O)(=O)NC1=CC(=NC(=C1)Cl)Cl (4-amino-N-(2,6-dichloro-pyridin-4-yl)-benzenesulfonamide), CN (methylamine), Cl.CO (HCl methanol). The solvent is CO (methanol), liquid, C(C)OCC (diethyl ether). Product: Cl.Cl.NC1=CC=C(C=C1)S(=O)(=O)NC1=CC(=NC(=C1)NC)Cl (4-amino-N-(2-chloro-6-methylamino-pyridin-4-yl)-benzenesulfonamide dihydrochloride). Yield: 41.0%. As a reaction SMILES: [NH2:1][C:2]1[CH:7]=[CH:6][C:5]([S:8]([NH:11][C:12]2[CH:17]=[C:16]([Cl:18])[N:15]=[C:14](Cl)[CH:13]=2)(=[O:10])=[O:9])=[CH:4][CH:3]=1.[CH3:20][NH2:21].[ClH:22].CO>CO.C(OCC)C>[ClH:18].[ClH:22].[NH2:1][C:2]1[CH:3]=[CH:4][C:5]([S:8]([NH:11][C:12]2[CH:13]=[C:14]([NH:21][CH3:20])[N:15]=[C:16]([Cl:18])[CH:17]=2)(=[O:9])=[O:10])=[CH:6][CH:7]=1 |f:2.3,6.7.8|. Reported procedure: 0.11 g (0.00035 mol) of 4-amino-N-(2,6-dichloro-pyridin-4-yl)-benzenesulfonamide was stirred in 25 ml of liquid methylamine in an autoclave at 130° C. for 72 hours. After removal of the methylamine the residue was taken up in 5 ml of dichloromethane/methanol 1:1, filtered and, after removal of the solvent, chromatographed on silica gel with hexane/ethyl acetate 3:1, 2:1 and finally 1:1. The product, obtained as a white, amorphous solid substance, was dissolved in 2 ml of methanol, treated with 2... The reactants are [Li+].CC(C)[N-]C(C)C (LDA), CCOCC (ether), C(C)NC(C1=C(C=CC(=C1)Cl)Cl)=O (N-ethyl 2,5-dichlorobenzamide), C[Si](C)(C)Cl (TMSCl). The solvent is C1CCOC1 (THF), C1CCOC1 (THF). Reaction conditions: temperature -100 celsius, time 30 minute. Yields the product ClC=1C(=C(C(=O)NCC)C(=CC1)Cl)[Si](C)(C)C (3,6-Dichloro-N-ethyl-2-(trimethylsilyl)benzamide). Yield: 43.1%. As a reaction SMILES: [Li+].CC([N-]C(C)C)C.CCOCC.[CH2:14]([NH:16][C:17](=[O:26])[C:18]1[CH:23]=[C:22]([Cl:24])[CH:21]=[CH:20][C:19]=1[Cl:25])[CH3:15].[CH3:27][Si:28](Cl)([CH3:30])[CH3:29]>C1COCC1>[Cl:24][C:22]1[C:23]([Si:28]([CH3:30])([CH3:29])[CH3:27])=[C:18]([C:19]([Cl:25])=[CH:20][CH:21]=1)[C:17]([NH:16][CH2:14][CH3:15])=[O:26] |f:0.1|. Procedure details: A solution of 1.5M LDA in THF (13 mL, 19.5 mmol) was added dropwise to an ether/liquid N2 cooled solution of N-ethyl 2,5-dichlorobenzamide (2.0 g, 9.2 mmol) and TMSCl (1.5 mL, 11.5 mmol) in THF (50 mL), maintaining the internal reaction temperature ≤-80° C. The resulting reaction mixture was stirred at -100° C. for 30 min, then was partitioned between ether and sat aq NaHCO3. The ether solution was dried (MgSO4), concentrated, and crystallized from EtOAc/hexanes to afford 1.15 g of the title com... Starting materials: OC1=CC=C(C=C1)\C=C\C(CC(\C=C\C1=C(C=CC=C1)[N+](=O)[O-])=O)=O ((1E,6E)-1-(4-hydroxyphenyl)-7-(2-nitrophenyl)hepta-1,6-diene-3,5-dione), [Sn](Cl)Cl (tin(II) chloride). Run in CO.C(Cl)(Cl)Cl (methanol chloroform), C(=O)(O)[O-].[Na+] (NaHCO3), C(C)(=O)OCC (ethyl acetate). Reaction conditions: temperature 60 celsius, time 1.5 hour. Product: NC1=C(C=CC=C1)\C=C\C(CC(\C=C\C1=CC=C(C=C1)O)=O)=O ((1E,6E)-1-(2-aminophenyl)-7-(4-hydroxyphenyl)hepta-1,6-diene-3,5-dione). Isolated yield 46.5%. RXN SMILES: [OH:1][C:2]1[CH:7]=[CH:6][C:5](/[CH:8]=[CH:9]/[C:10](=[O:25])[CH2:11][C:12](=[O:24])/[CH:13]=[CH:14]/[C:15]2[CH:20]=[CH:19][CH:18]=[CH:17][C:16]=2[N+:21]([O-])=O)=[CH:4][CH:3]=1.[Sn](Cl)Cl>C(OCC)(=O)C.CO.C(Cl)(Cl)Cl.C([O-])(O)=O.[Na+]>[NH2:21][C:16]1[CH:17]=[CH:18][CH:19]=[CH:20][C:15]=1/[CH:14]=[CH:13]/[C:12](=[O:24])[CH2:11][C:10](=[O:25])/[CH:9]=[CH:8]/[C:5]1[CH:4]=[CH:3][C:2]([OH:1])=[CH:7][CH:6]=1 |f:3.4,5.6|. Procedure: To a solution of (1E,6E)-1-(4-hydroxyphenyl)-7-(2-nitrophenyl)hepta-1,6-diene-3,5-dione (26 mg, 77 μmol, synthesized in Example 344) in 3.0 mL of ethyl acetate was added anhydrous tin(II) chloride (57 mg, 0.30 mmol) at room temperature. After being stirred at 60° C. for 1.5 h, the reaction mixture was cooled to room temperature, and was diluted with 10% methanol/chloroform and saturated NaHCO3 aqueous solution, successively. The mixture was shaken before filtration to remove inorganic salts. The... Starting materials: C(C1=CC=CC=C1)S (benzyl mercaptan), C(C1=CC=CC=C1)S (benzyl mercaptan), CC1=NC(=CC(=C1)C=1C(=C(C2=C3N([C@H](COC31)C)C=C(C2=O)C(=O)OCC)F)F)C (ethyl (S)-10-(2,6-dimethyl-4-pyridinyl)-8,9-difluoro-3-methyl-7-oxo-2,3-dihydro-7H-pyrido[1,2,3-de][1,4]benzoxazine-6-carboxylate), [H-].[Na+] (sodium hydride). Run in O1CCCC1 (tetrahydrofuran), C(C)(=O)[O-].[Na+] (sodium acetate). Reaction conditions: time 1 hour. Product: C(C1=CC=CC=C1)SC1=C(C(=C2C=3N([C@H](CO2)C)C=C(C(C13)=O)C(=O)OCC)C1=CC(=NC(=C1)C)C)F (ethyl (S)-8-(benzylthio)-10-(2,6-dimethyl-4-pyridinyl)-9-fluoro-3-methyl-7-oxo-2,3-dihydro-7H-pyrido[1,2,3-de][1,4]benzoxazine-6-carboxylate). As a reaction SMILES: [CH3:1][C:2]1[CH:7]=[C:6]([C:8]2[C:9]([F:29])=[C:10](F)[C:11]3[C:21](=[O:22])[C:20]([C:23]([O:25][CH2:26][CH3:27])=[O:24])=[CH:19][N:13]4[C@@H:14]([CH3:18])[CH2:15][O:16][C:17]=2[C:12]=34)[CH:5]=[C:4]([CH3:30])[N:3]=1.[CH2:31]([SH:38])[C:32]1[CH:37]=[CH:36][CH:35]=[CH:34][CH:33]=1.[H-].[Na+]>O1CCCC1.C([O-])(=O)C.[Na+]>[CH2:31]([S:38][C:10]1[C:11]2[C:21](=[O:22])[C:20]([C:23]([O:25][CH2:26][CH3:27])=[O:24])=[CH:19][N:13]3[C@@H:14]([CH3:18])[CH2:15][O:16][C:17]([C:12]=23)=[C:8]([C:6]2[CH:7]=[C:2]([CH3:1])[N:3]=[C:4]([CH3:30])[CH:5]=2)[C:9]=1[F:29])[C:32]1[CH:37]=[CH:36][CH:35]=[CH:34][CH:33]=1 |f:2.3,5.6|. Procedure details: To a suspension of 2.78 g ethyl (S)-10-(2,6-dimethyl-4-pyridinyl)-8,9-difluoro-3-methyl-7-oxo-2,3-dihydro-7H-pyrido[1,2,3-de][1,4]benzoxazine-6-carboxylate in 67 ml tetrahydrofuran cooled in an ice-bath was added 0.79 ml benzyl mercaptan, followed by 0.34 g sodium hydride (60% in oil, washed with hexane before use) portionwise, and the mixture was stirred for one hour. An additional 0.079 ml benzyl mercaptan was added and stirring continued at room temperature for 3 hours. The reaction mixture w... The reactants are C(C1=CC=CC=C1)OC1=C(C=CC(=C1)CO)N1CC(N(S1(=O)=O)CC[Si](C)(C)C)=O (5-(2-benzyloxy-4-hydroxymethylphenyl)-1,1-dioxo-2-(2-trimethylsilanylethyl)-1,2,5-thiadiazolidin-3-one), C1=CC=C(C=C1)P(C2=CC=CC=C2)C3=CC=CC=C3 (PPh3), N1C=NC=C1 (imidazole), II (iodine). Solvent: C(Cl)Cl (CH2Cl2), C(Cl)Cl (CH2Cl2). Run at temperature 0 celsius, time 30 minute. Yields the product C(C1=CC=CC=C1)OC1=C(C=CC(=C1)CI)N1CC(N(S1(=O)=O)CC[Si](C)(C)C)=O (5-(2-Benzyloxy-4-iodomethylphenyl)-1,1-dioxo-2-(2-trimethylsilanylethyl)-1,2,5-thiadiazolidin-3-one). RXN SMILES: C1C=CC(P(C2C=CC=CC=2)C2C=CC=CC=2)=CC=1.N1C=CN=C1.[I:25]I.[CH2:27]([O:34][C:35]1[CH:40]=[C:39]([CH2:41]O)[CH:38]=[CH:37][C:36]=1[N:43]1[S:47](=[O:49])(=[O:48])[N:46]([CH2:50][CH2:51][Si:52]([CH3:55])([CH3:54])[CH3:53])[C:45](=[O:56])[CH2:44]1)[C:28]1[CH:33]=[CH:32][CH:31]=[CH:30][CH:29]=1>C(Cl)Cl>[CH2:27]([O:34][C:35]1[CH:40]=[C:39]([CH2:41][I:25])[CH:38]=[CH:37][C:36]=1[N:43]1[S:47](=[O:49])(=[O:48])[N:46]([CH2:50][CH2:51][Si:52]([CH3:55])([CH3:54])[CH3:53])[C:45](=[O:56])[CH2:44]1)[C:28]1[CH:33]=[CH:32][CH:31]=[CH:30][CH:29]=1. Procedure: To a 0° C. slurry of resin-bound PPh3 (850 mg, 2.5 mmol) in CH2Cl2 (10 mL) in a pressure vessel is added imidazole (200 mg, 2.8 mmol) and iodine (650 mg, 2.5 mmol). The mixture is vigorously stirred at 0° C. for 30 min. To the mixture is added a solution of 5-(2-benzyloxy-4-hydroxymethylphenyl)-1,1-dioxo-2-(2-trimethylsilanylethyl)-1,2,5-thiadiazolidin-3-one (550 mg, 1.2 mmol) in CH2Cl2 (10 mL) dropwise. The vessel is sealed and heated to 45° C., with stirring, for 2 h. The reaction is allowed t...